From a dataset of the Open Reaction Database (ORD), a public repository of structured organic reaction records. describe an organic reaction: reactants, conditions, products, and yield Product: C=CCN1CCC2(CC1)OCCO2. The reactants are C=CCBr, CC#N, [K+], [K+], O=C([O-])[O-], C1CC2(CCN1)OCCO2, O. RXN SMILES: [Br:20][CH2:21][CH:22]=[CH2:23].[CH3:17][C:18]#[N:19].[K+:11].[K+:12].[O-:13][C:14]([O-:15])=[O:16].[O:1]1[CH2:2][CH2:3][O:4][C:5]12[CH2:6][CH2:7][NH:8][CH2:9][CH2:10]2.[OH2:24]>>[O:1]1[CH2:2][CH2:3][O:4][C:5]12[CH2:6][CH2:7][N:8]([CH2:23][CH:22]=[CH2:21])[CH2:9][CH2:10]2. Reactants: Cl, O=C(CBr)c1cc(F)cc(F)c1, [K+], [K+], COC(=O)C(C)(C)N, [Na+], O=C([O-])[O-], O=C([O-])O, CN(C)C=O. Yields the product COC(=O)C(C)(C)NCC(=O)c1cc(F)cc(F)c1. Reaction SMILES: [ClH:1].[F:10][c:11]1[cH:12][c:13]([C:14]([CH2:15][Br:16])=[O:17])[cH:18][c:19]([F:21])[cH:20]1.[K+:22].[K+:23].[NH2:2][C:3]([C:4](=[O:5])[O:6][CH3:7])([CH3:8])[CH3:9].[Na+:32].[O-:24][C:25]([O-:26])=[O:27].[O-:28][C:29]([OH:30])=[O:31].[O:33]=[CH:34][N:35]([CH3:36])[CH3:37]>>[NH:2]([C:3]([C:4](=[O:5])[O:6][CH3:7])([CH3:8])[CH3:9])[CH2:15][C:14]([c:13]1[cH:12][c:11]([F:10])[cH:20][c:19]([F:21])[cH:18]1)=[O:17].